This data is from the Open Reaction Database (ORD), a public repository of structured organic reaction records. The task is: describe an organic reaction: reactants, conditions, products, and yield The reactants are E1, O=C1NC=CC(=N1)CCC=1C=CC(=C(C#N)C1)OC1=CC(=CC=C1)C(F)(F)F (5-[2-(2-oxo-1,2-dihydro-4-pyrimidinyl)ethyl]-2-{[3-(trifluoromethyl)phenyl]oxy}-benzonitrile), Cl.ClCC=1C=NN(C1)C (4-(chloromethyl)-1-methyl-1H-pyrazole hydrochloride). Yields the product CN1N=CC(=C1)CN1C(N=C(C=C1)CCC=1C=CC(=C(C#N)C1)OC1=CC(=CC=C1)C(F)(F)F)=O (5-(2-{1-[(1-Methyl-1H-pyrazol-4-yl)methyl]-2-oxo-1,2-dihydro-4-pyrimidinyl}ethyl)-2-{[3-(trifluoromethyl)phenyl]oxy}benzonitrile). Reaction SMILES: [O:1]=[C:2]1[N:7]=[C:6]([CH2:8][CH2:9][C:10]2[CH:11]=[CH:12][C:13]([O:18][C:19]3[CH:24]=[CH:23][CH:22]=[C:21]([C:25]([F:28])([F:27])[F:26])[CH:20]=3)=[C:14]([CH:17]=2)[C:15]#[N:16])[CH:5]=[CH:4][NH:3]1.Cl.Cl[CH2:31][C:32]1[CH:33]=[N:34][N:35]([CH3:37])[CH:36]=1>>[CH3:37][N:35]1[CH:36]=[C:32]([CH2:31][N:3]2[CH:4]=[CH:5][C:6]([CH2:8][CH2:9][C:10]3[CH:11]=[CH:12][C:13]([O:18][C:19]4[CH:24]=[CH:23][CH:22]=[C:21]([C:25]([F:28])([F:26])[F:27])[CH:20]=4)=[C:14]([CH:17]=3)[C:15]#[N:16])=[N:7][C:2]2=[O:1])[CH:33]=[N:34]1 |f:1.2|. Reported procedure: The title compound was prepared with a procedure similar to that described for E1 starting form 5-[2-(2-oxo-1,2-dihydro-4-pyrimidinyl)ethyl]-2-{[3-(trifluoromethyl)phenyl]oxy}-benzonitrile and 4-(chloromethyl)-1-methyl-1H-pyrazole hydrochloride. LC-MS (ESI): m/z 480 [M+H]+; 2.90 min (ret time).